Dataset: the Open Reaction Database (ORD), a public repository of structured organic reaction records. Task: describe an organic reaction: reactants, conditions, products, and yield The reactants are ClC1=C(C(=O)O)C=C(C=C1)[N+](=O)[O-] (2-chloro-5-nitro benzoic acid), CC1CCNCC1 (4-methyl-piperidine). Solvent: Cl (HCl). Yields the product CC1CCN(CC1)C1=C(C(=O)O)C=C(C=C1)[N+](=O)[O-] (2-(4-Methyl-piperidin-1-yl)-5-nitro-benzoic acid). Reaction SMILES: Cl[C:2]1[CH:10]=[CH:9][C:8]([N+:11]([O-:13])=[O:12])=[CH:7][C:3]=1[C:4]([OH:6])=[O:5].[CH3:14][CH:15]1[CH2:20][CH2:19][NH:18][CH2:17][CH2:16]1>Cl>[CH3:14][CH:15]1[CH2:20][CH2:19][N:18]([C:2]2[CH:10]=[CH:9][C:8]([N+:11]([O-:13])=[O:12])=[CH:7][C:3]=2[C:4]([OH:6])=[O:5])[CH2:17][CH2:16]1. Procedure details: A mixture of 10.0 g 2-chloro-5-nitro benzoic acid (50 mmol) and 13 mL 4-methyl-piperidine was refluxed for 2 h, 100 mL 1 N aq. HCl solution was added and it was extracted with 100 mL DCM. The organic phase was dried with Na2SO4, concentrated and purified via chromatography (silica gel, eluent: DCM:MeOH 100:1) to furnish the subtitle compound. MS [m+H]+=265. Run in C(Cl)Cl (methylene chloride), CO (methanol). RXN SMILES: O=P12OP3(OP(OP(O3)(O1)=O)(=O)O2)=O.[CH2:15]([N:31]1[CH2:36][CH2:35][N:34]([C:37]2[CH:42]=[CH:41][C:40]([CH:43](O)[CH2:44][C:45]([O:47]C)=[O:46])=[CH:39][CH:38]=2)[CH2:33][CH2:32]1)[CH2:16][CH2:17][CH2:18][CH2:19][CH2:20][CH2:21][CH2:22][CH2:23][CH2:24][CH2:25][CH2:26][CH2:27][CH2:28][CH2:29][CH3:30].C(N1CCN(C2C=CC(C(=O)CC(OC)=O)=CC=2)CC1)CCCCCCCCCCCCCCC.[BH4-].[Na+].Cl>CO.C(Cl)Cl>[CH2:15]([N:31]1[CH2:36][CH2:35][N:34]([C:37]2[CH:42]=[CH:41][C:40]([CH:43]=[CH:44][C:45]([OH:47])=[O:46])=[CH:39][CH:38]=2)[CH2:33][CH2:32]1)[CH2:16][CH2:17][CH2:18][CH2:19][CH2:20][CH2:21][CH2:22][CH2:23][CH2:24][CH2:25][CH2:26][CH2:27][CH2:28][CH2:29][CH3:30] |f:3.4|. Procedure details: 6.81 g. (48 mmole) Phosphorus pentoxide are suspended in 100 ml. methylene chloride, 15.2 g. (32 mmole) methyl 3-{4-[1-(n-hexadecyl)-piperazin-4-yl]-phenyl}-3-hydroxypropionate (colourless oil, prepared by the reduction of methyl 3-{4-[1-(n-hexadecyl)-piperazin-4-yl]-phenyl}-3-oxopropionate with sodium borohydride in methanol) are added thereto and the mixture is heated, with vigorous stirring, for 12 hours at reflux temperature. Subsequently, the smeary polyphosphoric acid is separated by decan... Yields the product C(CCCCCCCCCCCCCCC)N1CCN(CC1)C1=CC=C(C=CC(=O)O)C=C1 (4-[1-(n-Hexadecyl)piperazin-4-yl]-cinnamic acid). The reactants are O=P12OP3(=O)OP(=O)(O1)OP(=O)(O2)O3 (Phosphorus pentoxide), Cl (hydrochloride), C(CCCCCCCCCCCCCCC)N1CCN(CC1)C1=CC=C(C=C1)C(CC(=O)OC)O (methyl 3-{4-[1-(n-hexadecyl)-piperazin-4-yl]-phenyl}-3-hydroxypropionate), C(CCCCCCCCCCCCCCC)N1CCN(CC1)C1=CC=C(C=C1)C(CC(=O)OC)=O (methyl 3-{4-[1-(n-hexadecyl)-piperazin-4-yl]-phenyl}-3-oxopropionate), [BH4-].[Na+] (sodium borohydride). The reactants are CC1(OB(OC1(C)C)C1=CN(C2=NC=CC=C21)S(=O)(=O)C=2C=CC=C1C=CC=NC21)C (8-[3-(4,4,5,5-tetramethyl-[1,3,2]dioxaborolan-2-yl)-pyrrolo[2,3-b]pyridine-1-sulfonyl]-quinoline), IC1=NC(=NC=C1)SC (4-iodo-2-methylsulfanyl-pyrimidine), C(C)(=O)OCC (Ethyl acetate). Reagents/catalysts: C=1C=CC(=CC1)[P](C=2C=CC=CC2)(C=3C=CC=CC3)[Pd]([P](C=4C=CC=CC4)(C=5C=CC=CC5)C=6C=CC=CC6)([P](C=7C=CC=CC7)(C=8C=CC=CC8)C=9C=CC=CC9)[P](C=1C=CC=CC1)(C=1C=CC=CC1)C=1C=CC=CC1 (tetrakis(triphenylphosphine)palladium(0)). Solvent: O (water), C([O-])([O-])=O.[K+].[K+] (potassium carbonate), O (water), O1CCCC1 (tetrahydrofuran). Run at temperature 120 celsius. Product: CSC1=NC=CC(=N1)C1=CN(C2=NC=CC=C21)S(=O)(=O)C=2C=CC=C1C=CC=NC21 (8-[3-(2-Methylsulfanyl-pyrimidin-4-yl)-pyrrolo[2,3-b]pyridine-1-sulfonyl]-quinoline). RXN SMILES: CC1(C)C(C)(C)OB([C:9]2[C:17]3[C:12](=[N:13][CH:14]=[CH:15][CH:16]=3)[N:11]([S:18]([C:21]3[CH:22]=[CH:23][CH:24]=[C:25]4[C:30]=3[N:29]=[CH:28][CH:27]=[CH:26]4)(=[O:20])=[O:19])[CH:10]=2)O1.I[C:33]1[CH:38]=[CH:37][N:36]=[C:35]([S:39][CH3:40])[N:34]=1.C(OCC)(=O)C>C(=O)([O-])[O-].[K+].[K+].O.O1CCCC1.C1C=CC([P]([Pd]([P](C2C=CC=CC=2)(C2C=CC=CC=2)C2C=CC=CC=2)([P](C2C=CC=CC=2)(C2C=CC=CC=2)C2C=CC=CC=2)[P](C2C=CC=CC=2)(C2C=CC=CC=2)C2C=CC=CC=2)(C2C=CC=CC=2)C2C=CC=CC=2)=CC=1>[CH3:40][S:39][C:35]1[N:36]=[C:37]([C:9]2[C:17]3[C:12](=[N:13][CH:14]=[CH:15][CH:16]=3)[N:11]([S:18]([C:21]3[CH:22]=[CH:23][CH:24]=[C:25]4[C:30]=3[N:29]=[CH:28][CH:27]=[CH:26]4)(=[O:20])=[O:19])[CH:10]=2)[CH:38]=[CH:33][N:34]=1 |f:3.4.5,^1:62,64,83,102|. Reported procedure: In a microwave reaction tube, 8-[3-(4,4,5,5-tetramethyl-[1,3,2]dioxaborolan-2-yl)-pyrrolo[2,3-b]pyridine-1-sulfonyl]-quinoline (47, 70 mg, 0.16 mmol), 4-iodo-2-methylsulfanyl-pyrimidine (101 mg, 0.402 mmol), and tetrakis(triphenylphosphine)palladium(0) (9.3 mg, 0.008 mmol) were mixed in 1.0 M potassium carbonate in water (0.48 mL) and tetrahydrofuran (0.77 mL). The resulting mixture was heated at 120° C. in a CEM Discover microwave unit for 10 minutes. Ethyl acetate and water were added, and the... Procedure: Amide coupling of 1-(5-bromopyrimidin-2-yl)-3-(methylthio)-1H-indole-6-carboxylic acid (2.0 g, 5.49 mmol) with methyl 2-(methylamino)acetate hydrochloride (1.53 g, 10.9 mmol) analogously to the protocol 244c). White solid. Yield: 0.6 g (24% of theory) The product is BrC=1C=NC(=NC1)N1C=C(C2=CC=C(C=C12)C(=O)N(C)CC(=O)OC)SC (Methyl 2-(1-(5-bromopyrimidin-2-yl)-N-methyl-3-(methylthio)-1H-indole-6-carboxamido)acetate). The reactants are Amide, CSC1=CN(C2=CC(=CC=C12)C(=O)N1[C@@H]2CN([C@H](C1)C2)C(=O)OC(C)(C)C)C2=NC=C(C=N2)C2=NC=CC=C2 ((1S,4S)-tert-Butyl 5-(3-(methylthio)-1-(5-(pyridin-2-yl)pyrimidin-2-yl)-1H-indole-6-carbonyl)-2,5-diazabicyclo[2.2.1]heptane-2-carboxylate), BrC=1C=NC(=NC1)N1C=C(C2=CC=C(C=C12)C(=O)O)SC (1-(5-bromopyrimidin-2-yl)-3-(methylthio)-1H-indole-6-carboxylic acid), Cl.CNCC(=O)OC (methyl 2-(methylamino)acetate hydrochloride). RXN SMILES: [Br:1][C:2]1[CH:3]=[N:4][C:5]([N:8]2[C:16]3[C:11](=[CH:12][CH:13]=[C:14]([C:17]([OH:19])=O)[CH:15]=3)[C:10]([S:20][CH3:21])=[CH:9]2)=[N:6][CH:7]=1.Cl.[CH3:23][NH:24][CH2:25][C:26]([O:28][CH3:29])=[O:27].CSC1C2C(=CC(C(N3C[C@@H]4C[C@H]3CN4C(OC(C)(C)C)=O)=O)=CC=2)N(C2N=CC(C3C=CC=CN=3)=CN=2)C=1>>[Br:1][C:2]1[CH:3]=[N:4][C:5]([N:8]2[C:16]3[C:11](=[CH:12][CH:13]=[C:14]([C:17]([N:24]([CH2:25][C:26]([O:28][CH3:29])=[O:27])[CH3:23])=[O:19])[CH:15]=3)[C:10]([S:20][CH3:21])=[CH:9]2)=[N:6][CH:7]=1 |f:1.2|.